Dataset: the Open Reaction Database (ORD), a public repository of structured organic reaction records. Task: describe an organic reaction: reactants, conditions, products, and yield Solvent: C(C)O (ethanol). The reactants are CC(CN1N=NC2=C1C=CC(=C2)[N+](=O)[O-])(C)C (1-(2,2-dimethylpropyl)-5-nitro-1H-1,2,3-benzotriazole). As a reaction SMILES: [CH3:1][C:2]([CH3:17])([CH3:16])[CH2:3][N:4]1[C:8]2[CH:9]=[CH:10][C:11]([N+:13]([O-])=O)=[CH:12][C:7]=2[N:6]=[N:5]1>C(O)C.[Pd]>[CH3:1][C:2]([CH3:17])([CH3:16])[CH2:3][N:4]1[C:8]2[CH:9]=[CH:10][C:11]([NH2:13])=[CH:12][C:7]=2[N:6]=[N:5]1. Run at time 5 hour. The reagents and catalysts are [Pd] (Pd/C). Procedure: 1-(2,2-Dimethylpropyl)-5-nitro-1H-1,2,3-benzotriazole (2-3) (4.46 g, 19.04 mmol, 1.0 equiv) was dissolved in ethanol (50 ml) and flushed with nitrogen, then charged with 10% Pd/C (2.026 g, 1.904 mmol, 0.1 equiv). The mixture was sparged under hydrogen (1 atm) and stirred at room temperature for 5 hrs. The mixture was filtered through a pad of Celite and the residue was washed with MeOH. The filtrate was concentrated to give the crude 1-(2,2-dimethylpropyl)-1H-1,2,3-benzotriazol-5-amine (2-4 LRMS... Yields the product CC(CN1N=NC2=C1C=CC(=C2)N)(C)C (1-(2,2-dimethylpropyl)-1H-1,2,3-benzotriazol-5-amine). The reactants are CNC, CSC(=C(C#N)C#N)N(C)N=Cc1ccccc1, CCO. The product is CN(C)C(=C(C#N)C#N)N(C)N=Cc1ccccc1. RXN SMILES: [CH3:19][NH:20][CH3:21].[CH3:1][N:2]([N:3]=[CH:4][c:5]1[cH:6][cH:7][cH:8][cH:9][cH:10]1)[C:11](=[C:12]([C:13]#[N:14])[C:15]#[N:16])[S:17][CH3:18].[CH3:22][CH2:23][OH:24]>>[CH3:1][N:2]([N:3]=[CH:4][c:5]1[cH:6][cH:7][cH:8][cH:9][cH:10]1)[C:11](=[C:12]([C:13]#[N:14])[C:15]#[N:16])[N:20]([CH3:19])[CH3:21]. Reactants: C(C)[C@@H]1[C@@H]([C@]2(C)[C@@H](C1)[C@@H]1CCC3=CC(CC[C@@H]3[C@H]1CC2)=O)OC(CBr)=O (16β-ethyl-17β-bromoacetoxy-4-estren-3-one), C(CCCCCCC)(=O)O (n-octanoic acid). The solvent is CC(=O)C (acetone), [OH-].[Na+] (NaOH), O (water). Product: C(C)[C@@H]1[C@@H]([C@]2(C)[C@@H](C1)[C@@H]1CCC3=CC(CC[C@@H]3[C@H]1CC2)=O)OC(COC(CCCCCCC)=O)=O (16β-Ethyl-17β-n-octanoyloxyacetoxy-4-estren-3-one). Reaction SMILES: [CH2:1]([C@H:3]1[CH2:8][C@H:7]2[C@H:9]3[C@H:18]([CH2:19][CH2:20][C@:5]2([CH3:6])[C@H:4]1[O:22][C:23](=[O:26])[CH2:24]Br)[C@@H:17]1[C:12](=[CH:13][C:14](=[O:21])[CH2:15][CH2:16]1)[CH2:11][CH2:10]3)[CH3:2].[C:27]([OH:36])(=[O:35])[CH2:28][CH2:29][CH2:30][CH2:31][CH2:32][CH2:33][CH3:34]>CC(C)=O.[OH-].[Na+].O>[CH2:1]([C@H:3]1[CH2:8][C@H:7]2[C@H:9]3[C@H:18]([CH2:19][CH2:20][C@:5]2([CH3:6])[C@H:4]1[O:22][C:23](=[O:26])[CH2:24][O:36][C:27](=[O:35])[CH2:28][CH2:29][CH2:30][CH2:31][CH2:32][CH2:33][CH3:34])[C@@H:17]1[C:12](=[CH:13][C:14](=[O:21])[CH2:15][CH2:16]1)[CH2:11][CH2:10]3)[CH3:2] |f:3.4|. Reported procedure: In 60 ml of acetone is dissolved 1.0 ml of n-octanoic acid, and 3.0 ml of 2N-NaOH, 15 ml of water and 1.8 g of 16β-ethyl-17β-bromoacetoxy-4-estren-3-one are serially added to the above solution. The mixture is refluxed for 4 hours. The solvent is distilled off under reduced pressure and the residue is extracted with 150 ml of ethyl acetate. The organic layer is separated, washed with water and saturated aqueous sodium chloride solution and dried over anhydrous magnesium sulfate. The solvent is t...